This data is from the Open Reaction Database (ORD), a public repository of structured organic reaction records. The task is: describe an organic reaction: reactants, conditions, products, and yield As a reaction SMILES: [OH:1][C:2]1[CH:7]=[CH:6][C:5]([CH2:8][C:9]([OH:11])=[O:10])=[CH:4][C:3]=1[N+:12]([O-:14])=[O:13].OS(O)(=O)=O.[C:20]([O-])([O-])=O.[K+].[K+].[CH3:26][C:27]([CH3:29])=[O:28]>CO>[O:28]1[CH2:26][C@@H:27]1[CH2:29][O:1][C:2]1[CH:7]=[CH:6][C:5]([CH2:8][C:9]([O:11][CH3:20])=[O:10])=[CH:4][C:3]=1[N+:12]([O-:14])=[O:13] |f:2.3.4|. Procedure: The material purchased from Aldrich, 4-hydroxy-3-nitrophenyl acetic acid, (0.500 g, 2.54 mmol) was dissolved in methanol (5 mL) and was treated with concentrated H2SO4 (0.25 mL) at reflux for 16 h. The mixture was cooled, evaporated, taken up in 5% NaHCO3 and extracted into ethyl ether. A mixture of this crude compound (0.512 g, 2.43 mmol), K2CO3 (1.0 g, 7.27 mmol) and 2R-(−)-glycidyl-3-nitrobenzenesulfonate (0.630 g, 2.43 mmol) in acetone (10 mL) was refluxed for 24 h. The mixture was cooled, c... Run in CO (methanol). Product: O1[C@H](C1)COC1=C(C=C(C=C1)CC(=O)OC)[N+](=O)[O-] ((R)-Methyl 4-(oxiranylmethoxy)-3-nitrophenylacetate). The reactants are OC1=C(C=C(C=C1)CC(=O)O)[N+](=O)[O-] (4-hydroxy-3-nitrophenyl acetic acid), OS(=O)(=O)O (H2SO4), crude compound, C(=O)([O-])[O-].[K+].[K+] (K2CO3), 2R-(−)-glycidyl-3-nitrobenzenesulfonate, CC(=O)C (acetone). The reactants are [OH-].[Na+] (sodium hydroxide), [N+](=O)([O-])C1=CC2=C(CCCCC2=O)C=C1 (3-nitro-6,7,8,9-tetrahydro-5H-benzocyclohepten-5-one), O.O.[Sn](Cl)Cl (tin(II) chloride dihydrate), ice water. Run in C(C)O (ethanol). Conditions: temperature 70 celsius, time 2 hour. The product is NC1=CC2=C(CCCCC2=O)C=C1 (3-amino-6,7,8,9-tetrahydro-5H-benzocyclohepten-5-one). Isolated yield 94.6%. RXN SMILES: [N+:1]([C:4]1[CH:15]=[CH:14][C:7]2[CH2:8][CH2:9][CH2:10][CH2:11][C:12](=[O:13])[C:6]=2[CH:5]=1)([O-])=O.O.O.[Sn](Cl)Cl.[OH-].[Na+]>C(O)C>[NH2:1][C:4]1[CH:15]=[CH:14][C:7]2[CH2:8][CH2:9][CH2:10][CH2:11][C:12](=[O:13])[C:6]=2[CH:5]=1 |f:1.2.3,4.5|. Procedure details: A mixture of 3-nitro-6,7,8,9-tetrahydro-5H-benzocyclohepten-5-one (10.0 g, 48.73 mmol), tin(II) chloride dihydrate (49.48 g, 219.3 mmol) and ethanol (200 ml) was stirred at 70° C. for 2 hours. The reaction mixture was poured into ice water, adjusted to pH 10 with sodium hydroxide, and then extracted with toluene. The extract solution was washed with water and a saturated aqueous sodium chloride solution and dried over anhydrous magnesium sulfate. The solvent was distilled off under reduced press... Starting materials: NC1[C@@H]2N(C(=CCS2)C(=O)OCC2=CC=C(C=C2)[N+](=O)[O-])C1=O (4-nitrobenzyl 7-amino-3-cephem-4-carboxylate), [Cl-].[Na+] (sodium chloride), resultant solution, aqueous solution, P(=O)(Cl)(Cl)Cl (Phosphoryl chloride), C[Si](C)(C)CC(=O)N (trimethylsilylacetamide), NC=1SC=C(N1)C(C(=O)O)=NOCCC (2-(2-amino-4-thiazolyl)-2-propoxyiminoacetic acid), C([O-])([O-])=O.[Na+].[Na+] (sodium carbonate). Run in O1CCCC1 (tetrahydrofuran), CC(=O)C (acetone), O (water), O1CCCC1 (tetrahydrofuran), O1CCCC1 (tetrahydrofuran), CN(C=O)C (N,N-dimethylformamide). Conditions: time 20 minute. Yields the product NC=1SC=C(N1)C(C(=O)NC1[C@@H]2N(C(=CCS2)C(=O)OCC2=CC=C(C=C2)[N+](=O)[O-])C1=O)=NOCCC (4-nitrobenzyl 7-[2-(2-amino-4-thiazolyl)-2-propoxyiminoacetamido]-3-cephem-4-carboxylate). The yield is 91.2%. Reaction SMILES: P(Cl)(Cl)(Cl)=O.C[Si](CC(N)=O)(C)C.[NH2:14][C:15]1[S:16][CH:17]=[C:18]([C:20](=[N:24][O:25][CH2:26][CH2:27][CH3:28])[C:21]([OH:23])=O)[N:19]=1.[NH2:29][CH:30]1[C:50](=[O:51])[N:32]2[C:33]([C:37]([O:39][CH2:40][C:41]3[CH:46]=[CH:45][C:44]([N+:47]([O-:49])=[O:48])=[CH:43][CH:42]=3)=[O:38])=[CH:34][CH2:35][S:36][C@H:31]12.C(=O)([O-])[O-].[Na+].[Na+].[Cl-].[Na+]>O1CCCC1.CC(C)=O.O.CN(C)C=O>[NH2:14][C:15]1[S:16][CH:17]=[C:18]([C:20](=[N:24][O:25][CH2:26][CH2:27][CH3:28])[C:21]([NH:29][CH:30]2[C:50](=[O:51])[N:32]3[C:33]([C:37]([O:39][CH2:40][C:41]4[CH:42]=[CH:43][C:44]([N+:47]([O-:49])=[O:48])=[CH:45][CH:46]=4)=[O:38])=[CH:34][CH2:35][S:36][C@H:31]23)=[O:23])[N:19]=1 |f:4.5.6,7.8|. Procedure: Phosphoryl chloride (4.6 g.), trimethylsilylacetamide (0.95 g.) and N,N-dimethylformamide (1.2 g.) were added to a stirred suspension of 2-(2-amino-4-thiazolyl)-2-propoxyiminoacetic acid (syn isomer, 2.8 g.) in tetrahydrofuran (25 ml.) below 5° C., and stirred for 20 minutes. The solution was dropwise added to a suspension of 4-nitrobenzyl 7-amino-3-cephem-4-carboxylate (3.9 g.) in a mixture of tetrahydrofuran (20 ml.), water (20 ml.) and acetone (20 ml.) at -5° to 5° C. while keeping the pH val...